From a dataset of the Open Reaction Database (ORD), a public repository of structured organic reaction records. describe an organic reaction: reactants, conditions, products, and yield Reactants: ClC1=CC2=C(NC(CC(C2=O)=CN(C)C)=O)C=C1 (7-chloro-4-dimethylaminomethylene-3,4-dihydro-1H-benzo[b]azepine-2,5-dione), [N+](=O)(O)[O-].COC=1C=C(C=CC1OC)NC(=N)N (N-(3,4-dimethoxyphenyl)guanidine nitrate). The product is ClC1=CC2=C(NC(CC3=C2N=C(N=C3)NC3=CC(=C(C=C3)OC)OC)=O)C=C1 (10-Chloro-2-(3,4-dimethoxy-phenylamino)-5H,7H-benzo[b]pyrimido[4,5-d]azepin-6-one). Reaction SMILES: [Cl:1][C:2]1[CH:18]=[CH:17][C:5]2[NH:6][C:7](=[O:16])[CH2:8][C:9](=[CH:12]N(C)C)[C:10](=O)[C:4]=2[CH:3]=1.[N+]([O-])(O)=O.[CH3:23][O:24][C:25]1[CH:26]=[C:27]([NH:33][C:34]([NH2:36])=[NH:35])[CH:28]=[CH:29][C:30]=1[O:31][CH3:32]>>[Cl:1][C:2]1[CH:18]=[CH:17][C:5]2[NH:6][C:7](=[O:16])[CH2:8][C:9]3[CH:12]=[N:36][C:34]([NH:33][C:27]4[CH:28]=[CH:29][C:30]([O:31][CH3:32])=[C:25]([O:24][CH3:23])[CH:26]=4)=[N:35][C:10]=3[C:4]=2[CH:3]=1 |f:1.2|. Procedure details: In a manner similar to that described for method I, 7-chloro-4-dimethylaminomethylene-3,4-dihydro-1H-benzo[b]azepine-2,5-dione (v-d) and N-(3,4-dimethoxyphenyl)guanidine nitrate were converted to I-24 (67%): HRMS Calcd. for C20H17ClN4O3: 397.1067, Found 397.1059. Starting materials: [H][H] (hydrogen), C12NCCC(CCC1)C2 (2-azabicyclo[3.3.1]nonane), C(C)=O (acetaldehyde). The reagents and catalysts are [Pd] (palladium on activated carbon). Run in CO (methanol). Product: C(C)N1C2CCCC(CC1)C2 (2-ethyl-2-azabicyclo[3.3.1]nonane). Yield: 72.0%. RXN SMILES: [CH:1]12[CH2:9][CH:5]([CH2:6][CH2:7][CH2:8]1)[CH2:4][CH2:3][NH:2]2.[CH:10](=O)[CH3:11].[H][H]>CO.[Pd]>[CH2:10]([N:2]1[CH2:3][CH2:4][CH:5]2[CH2:9][CH:1]1[CH2:8][CH2:7][CH2:6]2)[CH3:11]. Procedure details: To a solution (2 ml) of 2-azabicyclo[3.3.1]nonane (100 mg, 0.62 mmol) in methanol were added a 10% acetaldehyde solution (5 ml) and 10% palladium on activated carbon (100 mg) and the mixture was stirred for 3 hours under the hydrogen atmosphere. The reaction mixture was filtered by means of suction, and the filtrate was concentrated under a reduced pressure. A saturated aqueous solution of sodium bicarbonate (10 ml) was added to the residue, followed by extraction with chloroform (3×20 ml). The ... Reactants: O=C(n1ccnc1)n1ccnc1, C1COCCN1, CC(OC1CCCCO1)C(=O)O, C1CCOC1. Yields the product CC(OC1CCCCO1)C(=O)N1CCOCC1. As a reaction SMILES: [C:13]([n:14]1[cH:15][cH:16][n:17][cH:18]1)([n:19]1[cH:20][cH:21][n:22][cH:23]1)=[O:24].[CH2:25]1[CH2:26][O:27][CH2:28][CH2:29][NH:30]1.[O:1]1[CH:2]([O:7][CH:8]([C:9](=[O:10])[OH:11])[CH3:12])[CH2:3][CH2:4][CH2:5][CH2:6]1.[O:31]1[CH2:32][CH2:33][CH2:34][CH2:35]1>>[O:1]1[CH:2]([O:7][CH:8]([C:9](=[O:11])[N:30]2[CH2:25][CH2:26][O:27][CH2:28][CH2:29]2)[CH3:12])[CH2:3][CH2:4][CH2:5][CH2:6]1. Reactants: [N+](=O)([O-])C1=C(C=CC=C1)SCl (2-nitrophenylsulphenyl chloride), NC1=C(C=CC=C1)SCC1=NOC=N1 (3-(2-aminophenylthiomethyl)-1,2,4-oxadiazole). Solvent: C(Cl)(Cl)Cl (chloroform), C(Cl)(Cl)Cl (chloroform). Conditions: time 8 hour. The product is [N+](=O)([O-])C1=C(C=CC=C1)SNC1=C(C=CC=C1)SCC1=NOC=N1 (3-[2-(2-nitrophenylsulphenylamino)phenyl]thiomethyl-1,2,4-oxadiazole). RXN SMILES: [N+:1]([C:4]1[CH:9]=[CH:8][CH:7]=[CH:6][C:5]=1[S:10]Cl)([O-:3])=[O:2].[NH2:12][C:13]1[CH:18]=[CH:17][CH:16]=[CH:15][C:14]=1[S:19][CH2:20][C:21]1[N:25]=[CH:24][O:23][N:22]=1>C(Cl)(Cl)Cl>[N+:1]([C:4]1[CH:9]=[CH:8][CH:7]=[CH:6][C:5]=1[S:10][NH:12][C:13]1[CH:18]=[CH:17][CH:16]=[CH:15][C:14]=1[S:19][CH2:20][C:21]1[N:25]=[CH:24][O:23][N:22]=1)([O-:3])=[O:2]. Procedure details: A solution of 2-nitrophenylsulphenyl chloride (1.44 g, 7.5×10-3 mol) in chloroform was added dropwise to a solution of 3-(2-aminophenylthiomethyl)-1,2,4-oxadiazole in chloroform (20 ml). The yellow mixture was stirred overnight, the crude product collected by filtration and recrystallised from ethyl acetate/hexane to give 3-[2-(2-nitrophenylsulphenylamino)phenyl]thiomethyl-1,2,4-oxadiazole, m.p. 90° (dec.). Starting materials: FC(CCC(NC=1C=NC2=CC=CC=C2C1)C1=CC=C(C(=O)NCCC(=O)OCC)C=C1)(F)F (ethyl(+/−)-3-(4-(4,4,4-trifluoro-1-(quinolin-3-ylamino)butyl)benzamido)propanoate), [OH-].[Na+] (sodium hydroxide). Run in CO (methanol), O1CCCC1 (tetrahydrofuran). Conditions: time 10 minute. Product: FC(CCC(NC=1C=NC2=CC=CC=C2C1)C1=CC=C(C(=O)NCCC(=O)O)C=C1)(F)F ((+/−)-3-(4-(4,4,4-trifluoro-1-(quinolin-3-ylamino)butyl)benzamido)propanoic acid). As a reaction SMILES: [F:1][C:2]([F:34])([F:33])[CH2:3][CH2:4][CH:5]([C:17]1[CH:32]=[CH:31][C:20]([C:21]([NH:23][CH2:24][CH2:25][C:26]([O:28]CC)=[O:27])=[O:22])=[CH:19][CH:18]=1)[NH:6][C:7]1[CH:8]=[N:9][C:10]2[C:15]([CH:16]=1)=[CH:14][CH:13]=[CH:12][CH:11]=2.[OH-].[Na+]>CO.O1CCCC1>[F:34][C:2]([F:1])([F:33])[CH2:3][CH2:4][CH:5]([C:17]1[CH:32]=[CH:31][C:20]([C:21]([NH:23][CH2:24][CH2:25][C:26]([OH:28])=[O:27])=[O:22])=[CH:19][CH:18]=1)[NH:6][C:7]1[CH:8]=[N:9][C:10]2[C:15]([CH:16]=1)=[CH:14][CH:13]=[CH:12][CH:11]=2 |f:1.2|. Procedure: To a solution of ethyl(+/−)-3-(4-(4,4,4-trifluoro-1-(quinolin-3-ylamino)butyl)benzamido)propanoate (74 mg, 0.16 mmol) in methanol (0.78 mL) and tetrahydrofuran (0.78 mL) was added 1 N aq sodium hydroxide (0.78 mL, 0.78 mmol). After 10 minutes, the solution was concentrated under reduced pressure to remove methanol and tetrahydrofuran. The mixture was then acidified to pH 4 with 1 N aq hydrochloric acid and diluted with sat. aq sodium chloride (10 mL). The aqueous layer was extracted with ethyl a... The reactants are COC1=C(C(=O)O)C=C(C(=C1)OC)OC (2,4,5-trimethoxybenzoic acid), S(=O)(Cl)Cl (thionyl chloride). The solvent is C1=CC=CC=C1 (benzene). Run at temperature 70 celsius, time 5 hour. Yields the product COC1=C(C(=O)Cl)C=C(C(=C1)OC)OC (2,4,5-Trimethoxybenzoyl Chloride). Isolated yield 89.7%. As a reaction SMILES: [CH3:1][O:2][C:3]1[CH:11]=[C:10]([O:12][CH3:13])[C:9]([O:14][CH3:15])=[CH:8][C:4]=1[C:5](O)=[O:6].S(Cl)([Cl:18])=O>C1C=CC=CC=1>[CH3:1][O:2][C:3]1[CH:11]=[C:10]([O:12][CH3:13])[C:9]([O:14][CH3:15])=[CH:8][C:4]=1[C:5]([Cl:18])=[O:6]. Procedure: To a suspension of 2,4,5-trimethoxybenzoic acid (2.12 g, 10 mmol) in dry 10 mL benzene was added thionyl chloride (4.4 mL, 60 mmol). The reaction mixture was stirred at 70° C. for 5 hr. The solvent was evaporated in vacuo. The residue was washed with hexane to give 2.07 g of the title compound which was used for the next step without further purification. 1H NMR (CDCl3) δ: 7.65 (1 H, s), 6.50 (1 H, s), 4.05 (3 H, s), 3.97 (3 H, s), 3.86 (3 H, s). Yield: 58.3%. Reaction SMILES: Br[C:2]1[CH:3]=[C:4]([O:8][CH2:9][C@@H:10]2[CH2:14][CH2:13][CH2:12][N:11]2[CH3:15])[CH:5]=[N:6][CH:7]=1.C(=O)([O-])[O-].[Na+].[Na+].[CH3:22][O:23][C:24]1[CH:29]=[CH:28][C:27](B(O)O)=[CH:26][CH:25]=1.C(=O)(O)[O-].[Na+]>C1C=CC=CC=1.C1C=CC([P]([Pd]([P](C2C=CC=CC=2)(C2C=CC=CC=2)C2C=CC=CC=2)([P](C2C=CC=CC=2)(C2C=CC=CC=2)C2C=CC=CC=2)[P](C2C=CC=CC=2)(C2C=CC=CC=2)C2C=CC=CC=2)(C2C=CC=CC=2)C2C=CC=CC=2)=CC=1.O>[CH3:22][O:23][C:24]1[CH:29]=[CH:28][C:27]([C:2]2[CH:3]=[C:4]([O:8][CH2:9][C@@H:10]3[CH2:14][CH2:13][CH2:12][N:11]3[CH3:15])[CH:5]=[N:6][CH:7]=2)=[CH:26][CH:25]=1 |f:1.2.3,5.6,^1:47,49,68,87|. Yields the product COC1=CC=C(C=C1)C=1C=C(C=NC1)OC[C@H]1N(CCC1)C (5-(4-Methoxyphenyl)-3-(1-methyl-2-(S)-pyrrolidinylmethoxy)pyridine). Reagents/catalysts: C=1C=CC(=CC1)[P](C=2C=CC=CC2)(C=3C=CC=CC3)[Pd]([P](C=4C=CC=CC4)(C=5C=CC=CC5)C=6C=CC=CC6)([P](C=7C=CC=CC7)(C=8C=CC=CC8)C=9C=CC=CC9)[P](C=1C=CC=CC1)(C=1C=CC=CC1)C=1C=CC=CC1 (tetrakis(triphenylphosphine)palladium(0)). Solvent: O (Water), C1=CC=CC=C1 (benzene). The reactants are C([O-])(O)=O.[Na+] (sodium bicarbonate), BrC=1C=C(C=NC1)OC[C@H]1N(CCC1)C (5-bromo-3-(1-methyl-2-(S)-pyrrolidinylmethoxy)-pyridine), C([O-])([O-])=O.[Na+].[Na+] (sodium carbonate), COC1=CC=C(C=C1)B(O)O (4-methoxyphenylboronic acid). Procedure details: To s solution of 5-bromo-3-(1-methyl-2-(S)-pyrrolidinylmethoxy)-pyridine (272 mg, 1.00 mmol) in benzene (2.0 mL) were added sodium carbonate (2.0M, 1.0 mL), tetrakis(triphenylphosphine)palladium(0) (35 mg, 0.03 mmol) and 4-methoxyphenylboronic acid (228 mg, 1.30 mmol). The reaction mixture was refluxed overnight, then cooled to room temperature. Water (2 mL) was added, and solid sodium bicarbonate was added until the aqueous layer was saturated. The mixture was extracted with EtOAc, which was dr... Reactants: C(C)(C)(C)OC(=O)N1C[C@@H](OCC1[C@H]([C@H](CC1=CC(=CC(=C1)F)F)NC(C)=O)O)OCC ((R)-5-[(1S,2S)-2-acetylamino-3-(3,5-difluorophenyl)-1-hydroxypropyl]-2-ethoxymorpholine-4-carboxylic acid tert-butyl ester), FC(C(=O)O)(F)F (trifluoroacetic acid). The solvent is ClCCl (dichloromethane). Reaction conditions: time 1.5 hour. Yields the product FC(C(=O)O)(F)F.FC=1C=C(C[C@@H]([C@H](O)[C@@H]2NC[C@H](OC2)OCC)NC(C)=O)C=C(C1)F (N-[(1S,2S)-1-(3,5-Difluorobenzyl)-2-((3R,6S)-6-ethoxymorpholin-3-yl)-2-hydroxyethyl]-acetamide trifluoroacetate). The yield is 97.0%. As a reaction SMILES: C(OC([N:8]1[CH:13]([C@@H:14]([OH:29])[C@@H:15]([NH:25][C:26](=[O:28])[CH3:27])[CH2:16][C:17]2[CH:22]=[C:21]([F:23])[CH:20]=[C:19]([F:24])[CH:18]=2)[CH2:12][O:11][C@@H:10]([O:30][CH2:31][CH3:32])[CH2:9]1)=O)(C)(C)C.[F:33][C:34]([F:39])([F:38])[C:35]([OH:37])=[O:36]>ClCCl>[F:33][C:34]([F:39])([F:38])[C:35]([OH:37])=[O:36].[F:24][C:19]1[CH:18]=[C:17]([CH:22]=[C:21]([F:23])[CH:20]=1)[CH2:16][C@H:15]([NH:25][C:26](=[O:28])[CH3:27])[C@@H:14]([C@H:13]1[CH2:12][O:11][C@H:10]([O:30][CH2:31][CH3:32])[CH2:9][NH:8]1)[OH:29] |f:3.4|. Procedure details: Dissolve (R)-5-[(1S,2S)-2-acetylamino-3-(3,5-difluorophenyl)-1-hydroxypropyl]-2-ethoxymorpholine-4-carboxylic acid tert-butyl ester (0.060 g, 0.131 mmol) in dichloromethane (5 mL) and add trifluoroacetic acid (0.74 g, 6.5 mmol). Stir at room temperature for 1.5 hours and concentrate to give the title compound (60 mg, 97%).